From a dataset of the Open Reaction Database (ORD), a public repository of structured organic reaction records. describe an organic reaction: reactants, conditions, products, and yield Reactants: COC(=O)CBr, O=C([O-])[O-], CN(C)C=O, Cn1c(C(F)(F)F)cc(=O)n(-c2cc(Oc3nsnc3O)c(Cl)cc2F)c1=O, Cl, [K+], [K+]. The product is COC(=O)COc1nsnc1Oc1cc(-n2c(=O)cc(C(F)(F)F)n(C)c2=O)c(F)cc1Cl. Reaction SMILES: [Br:29][CH2:30][C:31](=[O:32])[O:33][CH3:34].[C:35](=[O:36])([O-:37])[O-:38].[CH3:42][N:43]([CH3:44])[CH:45]=[O:46].[Cl:1][c:2]1[c:3]([O:4][c:5]2[n:6][s:7][n:8][c:9]2[OH:10])[cH:11][c:12](-[n:16]2[c:17](=[O:28])[n:18]([CH3:27])[c:19]([C:23]([F:24])([F:25])[F:26])[cH:20][c:21]2=[O:22])[c:13]([F:15])[cH:14]1.[ClH:41].[K+:39].[K+:40]>>[Cl:1][c:2]1[c:3]([O:4][c:5]2[n:6][s:7][n:8][c:9]2[O:10][CH2:30][C:31](=[O:32])[O:33][CH3:34])[cH:11][c:12](-[n:16]2[c:17](=[O:28])[n:18]([CH3:27])[c:19]([C:23]([F:24])([F:25])[F:26])[cH:20][c:21]2=[O:22])[c:13]([F:15])[cH:14]1. The reactants are ClCC#N (chloroacetonitrile), C (charcoal), BrC=1C=C(C(=NC1)N)N (5-bromo-2,3-diaminopyridine), polyphosphoric acid. Run in polyphosphoric acid, O (water). Reaction conditions: temperature 100 celsius. Yields the product BrC=1C=C2C(=NC1)NC(=N2)CCl (6-Bromo-2-chloromethyl-3H-imidazo[4,5-b]pyridine). Reaction SMILES: [Br:1][C:2]1[CH:3]=[C:4]([NH2:9])[C:5]([NH2:8])=[N:6][CH:7]=1.[Cl:10][CH2:11][C:12]#N.C>O>[Br:1][C:2]1[CH:3]=[C:4]2[N:9]=[C:12]([CH2:11][Cl:10])[NH:8][C:5]2=[N:6][CH:7]=1. Procedure: 3.0 g of 5-bromo-2,3-diaminopyridine (S.—X. Cai et al., J. Med. Chem. 1997, 40(22), 3679-3686) in 120 g of polyphosphoric acid are heated at 160° C. for 0.5 h. The solution is cooled to 100° C. and 1.26 ml of chloroacetonitrile are added. Thereafter, the reaction mixture is heated to 170° C. for 22 h. After cooling, the polyphosphoric acid is hydrolysed with 81 ml of water. After reheating to 90° C., charcoal is added under vigorous stirring. Subsequently, the suspension is filtered through a ce...